This data is from the Open Reaction Database (ORD), a public repository of structured organic reaction records. The task is: describe an organic reaction: reactants, conditions, products, and yield Starting materials: N1CCCC1 (pyrrolidine), C(C)(C)(C)OC(=O)N(CCOC=1C=C(C(=O)N(CCCC(=O)O)C2=C(C=CC=C2)F)C=C(C1)Cl)C1=CC=NC=C1 (4-({3-[2-(tert-butoxycarbonyl-pyridin-4-yl-amino)-ethoxy]-5-chloro-benzoyl}-(2-fluoro-phenyl)-amino)-butyric acid), CN(C)C(=[N+](C)C)ON1C2=C(C=CC=C2)N=N1.[B-](F)(F)(F)F (TBTU), C=1C=CC2=C(C1)N=NN2O (HOBt), CCN(C(C)C)C(C)C (DIPEA). Solvent: CN(C)C=O (DMF). Conditions: time 16 hour. Product: C(C)(C)(C)OC(N(C1=CC=NC=C1)CCOC1=CC(=CC(=C1)C(N(CCCC(N1CCCC1)=O)C1=C(C=CC=C1)F)=O)Cl)=O ((2-{3-Chloro-5-[(2-fluoro-phenyl)-(4-oxo-4-pyrrolidin-1-yl-butyl)-carbamoyl]-phenoxy}-ethyl)-pyridin-4-yl-carbamic acid tert-butyl ester). Yield: 91.5%. As a reaction SMILES: [C:1]([O:5][C:6]([N:8]([C:35]1[CH:40]=[CH:39][N:38]=[CH:37][CH:36]=1)[CH2:9][CH2:10][O:11][C:12]1[CH:13]=[C:14]([CH:31]=[C:32]([Cl:34])[CH:33]=1)[C:15]([N:17]([C:24]1[CH:29]=[CH:28][CH:27]=[CH:26][C:25]=1[F:30])[CH2:18][CH2:19][CH2:20][C:21]([OH:23])=O)=[O:16])=[O:7])([CH3:4])([CH3:3])[CH3:2].CN(C(O[N:49]1N=NC2C=[CH:53][CH:54]=[CH:55][C:50]1=2)=[N+](C)C)C.[B-](F)(F)(F)F.C1C=CC2N(O)N=NC=2C=1.CCN(C(C)C)C(C)C.N1CCCC1>CN(C=O)C>[C:1]([O:5][C:6](=[O:7])[N:8]([CH2:9][CH2:10][O:11][C:12]1[CH:13]=[C:14]([C:15](=[O:16])[N:17]([C:24]2[CH:29]=[CH:28][CH:27]=[CH:26][C:25]=2[F:30])[CH2:18][CH2:19][CH2:20][C:21](=[O:23])[N:49]2[CH2:50][CH2:55][CH2:54][CH2:53]2)[CH:31]=[C:32]([Cl:34])[CH:33]=1)[C:35]1[CH:40]=[CH:39][N:38]=[CH:37][CH:36]=1)([CH3:2])([CH3:4])[CH3:3] |f:1.2|. Procedure details: To a stirred solution of 4-({3-[2-(tert-butoxycarbonyl-pyridin-4-yl-amino)-ethoxy]-5-chloro-benzoyl}-(2-fluoro-phenyl)-amino)-butyric acid (0.025 g), TBTU (0.028 g) and HOBt (0.012 g) in DMF (1 ml) was added DIPEA (0.015 ml) followed by pyrrolidine (0.007 ml) after 10 min. The reaction mixture was stirred at room temperature for 16 h and then concentrated under reduced pressure. The residue was subjected to preparative hplc and the title compound (0.025 g) was obtained as a colourless gum by con...